Dataset: the Open Reaction Database (ORD), a public repository of structured organic reaction records. Task: describe an organic reaction: reactants, conditions, products, and yield The reactants are OC1=NC=C(C=C1)[N+](=O)[O-] (2-hydroxy-5-nitropyridine), C([O-])([O-])=O.[Cs+].[Cs+] (cesium carbonate), CI (methyl iodide). Solvent: CN(C)C=O (DMF). Run at time 8 hour. The product is CN1C(C=CC(=C1)[N+](=O)[O-])=O (1-Methyl-5-nitro-2(1H)-pyridinone). Yield: 68.2%. Reaction SMILES: [OH:1][C:2]1[CH:7]=[CH:6][C:5]([N+:8]([O-:10])=[O:9])=[CH:4][N:3]=1.[C:11](=O)([O-])[O-].[Cs+].[Cs+].CI>CN(C=O)C>[CH3:11][N:3]1[CH:4]=[C:5]([N+:8]([O-:10])=[O:9])[CH:6]=[CH:7][C:2]1=[O:1] |f:1.2.3|. Procedure details: To a solution of 2-hydroxy-5-nitropyridine (600 mg, 4.28 mmol, 1 eq) in DMF (5 mL) was added cesium carbonate (1.67 g, 5.16 mmol, 1.2 eq), followed by methyl iodide (0.4 mL, 6.42 mmol, 1.5 eq). After stirring overnight, the reaction mixture was quenched with water and extracted with ethyl ether (5×20 mL). The ether was dried over Na2SO4 and concentrated under reduced pressure. The crude material was column chromatographed, eluting with 50% EtOAc/hexanes to give 450 mg of compound 50B. Reactants: O=C1CCN(CC1)C(=O)OC(C)(C)C (tert-butyl 4-oxo-1-piperidine carboxylate), C1(=CC=CC=C1)CCCN (3-phenylpropylamine), C(C)(=O)O (acetic acid), [BH3-]C#N.[Na+] (NaCNBH3). Solvent: CO (methanol), CO (methanol), CO (methanol), CO (methanol), O (water). Conditions: time 24 hour. Product: C1(=CC=CC=C1)CCCNC1CCN(CC1)C(=O)OC(C)(C)C (tert-butyl 4-(3-phenylpropyl)amino-piperidine carboxylate). RXN SMILES: O=[C:2]1[CH2:7][CH2:6][N:5]([C:8]([O:10][C:11]([CH3:14])([CH3:13])[CH3:12])=[O:9])[CH2:4][CH2:3]1.[C:15]1([CH2:21][CH2:22][CH2:23][NH2:24])[CH:20]=[CH:19][CH:18]=[CH:17][CH:16]=1.C(O)(=O)C.[BH3-]C#N.[Na+]>CO.O>[C:15]1([CH2:21][CH2:22][CH2:23][NH:24][CH:2]2[CH2:7][CH2:6][N:5]([C:8]([O:10][C:11]([CH3:14])([CH3:13])[CH3:12])=[O:9])[CH2:4][CH2:3]2)[CH:20]=[CH:19][CH:18]=[CH:17][CH:16]=1 |f:3.4|. Reported procedure: To a solution of commercially available tert-butyl 4-oxo-1-piperidine carboxylate (400 mg, 2 mmol) in methanol (1 ml) and 3-phenylpropylamine (0.143 ml, 1 mmol) in methanol (1 ml) was added acetic acid in methanol (1 M, 1.34 ml) followed by NaCNBH3 in methanol (0.3 M, 4.4 ml). The resulting solution was stirred at room temperature. After 24 h, water (2 ml) was added, and the mixture was stirred for 1 h, before it was concentrated. The resulting oil was redissolved in diethyl ether (20 ml), extra... Reactants: Cl.NCC1=CN(C=C1)C1=C(C=C2NC(C(NC2=C1)C(=O)OCC)=O)Cl (Ethyl 7-(3-(Aminomethyl)pyrrole-1-yl)-6-chloro-3-oxo-1,2,3,4-tetrahydroquinoxaline-2-carboxylate Hydrochloride), C1(=CC=CC2=CC=CC=C12)N=C=O (1-naphthyl isocyanate). Product: ClC=1C=C2NC(C(=NC2=CC1N1C=C(C=C1)CNC(=O)NC1=CC=CC2=CC=CC=C12)C(=O)O)=O (6-Chloro-3,4-dihydro-7-(3-(((1-naphthyl)aminocarbonylamino)methyl)pyrrole-1-yl)-3-oxoquinoxaline-2-carboxylic Acid). Yield: 22.5%. RXN SMILES: Cl.[NH2:2][CH2:3][C:4]1[CH:8]=[CH:7][N:6]([C:9]2[CH:18]=[C:17]3[C:12]([NH:13][C:14](=[O:24])[CH:15]([C:19]([O:21]CC)=[O:20])[NH:16]3)=[CH:11][C:10]=2[Cl:25])[CH:5]=1.[C:26]1([N:36]=[C:37]=[O:38])[C:35]2[C:30](=[CH:31][CH:32]=[CH:33][CH:34]=2)[CH:29]=[CH:28][CH:27]=1>>[Cl:25][C:10]1[CH:11]=[C:12]2[C:17](=[CH:18][C:9]=1[N:6]1[CH:7]=[CH:8][C:4]([CH2:3][NH:2][C:37]([NH:36][C:26]3[C:35]4[C:30](=[CH:31][CH:32]=[CH:33][CH:34]=4)[CH:29]=[CH:28][CH:27]=3)=[O:38])=[CH:5]1)[N:16]=[C:15]([C:19]([OH:21])=[O:20])[C:14](=[O:24])[NH:13]2 |f:0.1|. Reported procedure: Using the compound (200 mg, 519 μmol) of Example 5 and 1-naphthyl isocyanate (89.4 μl, 622 μmol) and through the process similar to Example 38, 57.1 mg of title compound were obtained as yellowish brown powder. Yield 22%. Reactants: CCCCNS(=O)(=O)c1cc(C(=O)OCC)cc(NCc2ccccc2)c1Oc1ccccc1, CCOC(=O)c1cc(NCc2ccccc2)c(Oc2ccccc2)c(S(=O)(=O)N(C)C)c1. The product is CCCCNS(=O)(=O)c1cc(C(=O)O)cc(NCc2ccccc2)c1Oc1ccccc1. RXN SMILES: [CH2:1]([c:2]1[cH:3][cH:4][cH:5][cH:6][cH:7]1)[NH:8][c:9]1[cH:10][c:11]([C:12](=[O:13])[O:14][CH2:15][CH3:16])[cH:17][c:18]([S:27]([NH:28][CH2:29][CH2:30][CH2:31][CH3:32])(=[O:33])=[O:34])[c:19]1[O:20][c:21]1[cH:22][cH:23][cH:24][cH:25][cH:26]1.[CH2:35]([NH:36][c:37]1[cH:38][c:39]([C:56]([O:57][CH2:58][CH3:59])=[O:60])[cH:40][c:41]([S:42](=[O:43])(=[O:44])[N:45]([CH3:46])[CH3:47])[c:48]1[O:49][c:50]1[cH:51][cH:52][cH:53][cH:54][cH:55]1)[c:61]1[cH:62][cH:63][cH:64][cH:65][cH:66]1>>[CH2:1]([c:2]1[cH:3][cH:4][cH:5][cH:6][cH:7]1)[NH:8][c:9]1[cH:10][c:11]([C:12](=[O:13])[OH:14])[cH:17][c:18]([S:27]([NH:28][CH2:29][CH2:30][CH2:31][CH3:32])(=[O:33])=[O:34])[c:19]1[O:20][c:21]1[cH:22][cH:23][cH:24][cH:25][cH:26]1. Starting materials: CS(C)=O, CCOC(C)=O, CCN(C(C)C)C(C)C, Nc1cccc(OC(F)(F)F)c1, COC(=O)c1ccc([N+](=O)[O-])c(F)c1. Product: COC(=O)c1ccc([N+](=O)[O-])c(Nc2cccc(OC(F)(F)F)c2)c1. Reaction SMILES: [CH3:36][S:37](=[O:38])[CH3:39].[CH3:40][CH2:41][O:42][C:43](=[O:44])[CH3:45].[CH:27]([N:28]([CH2:29][CH3:30])[CH:31]([CH3:32])[CH3:33])([CH3:34])[CH3:35].[F:15][C:16]([O:17][c:18]1[cH:19][c:20]([NH2:21])[cH:22][cH:23][cH:24]1)([F:25])[F:26].[F:1][c:2]1[cH:3][c:4]([C:5](=[O:6])[O:7][CH3:8])[cH:9][cH:10][c:11]1[N+:12](=[O:13])[O-:14]>>[c:2]1([NH:21][c:20]2[cH:19][c:18]([O:17][C:16]([F:15])([F:25])[F:26])[cH:24][cH:23][cH:22]2)[cH:3][c:4]([C:5](=[O:6])[O:7][CH3:8])[cH:9][cH:10][c:11]1[N+:12](=[O:13])[O-:14].